describe an organic reaction: reactants, conditions, products, and yield From a dataset of the Open Reaction Database (ORD), a public repository of structured organic reaction records. The reactants are C(CCC)C1=CC=C(C=C1)C#CC1=CC=C(CN(C=2C=CC(=C(C(=O)OC)C2)F)CC)C=C1 (methyl 5-({4-[(4-butylphenyl)ethynyl]benzyl}(ethyl)amino)-2-fluorobenzoate). Solvent: CCO (EtOH). Product: C(CCC)C1=CC=C(C=C1)C#CC1=CC=C(CN(C=2C=CC(=C(C(=O)O)C2)F)CC)C=C1 (5-({4-[(4-butylphenyl)ethynyl]benzyl}(ethyl)amino)-2-fluorobenzoic acid), powder. Isolated yield 91.0%. Reaction SMILES: [CH2:1]([C:5]1[CH:10]=[CH:9][C:8]([C:11]#[C:12][C:13]2[CH:33]=[CH:32][C:16]([CH2:17][N:18]([CH2:30][CH3:31])[C:19]3[CH:20]=[CH:21][C:22]([F:29])=[C:23]([CH:28]=3)[C:24]([O:26]C)=[O:25])=[CH:15][CH:14]=2)=[CH:7][CH:6]=1)[CH2:2][CH2:3][CH3:4]>CCO>[CH2:1]([C:5]1[CH:6]=[CH:7][C:8]([C:11]#[C:12][C:13]2[CH:33]=[CH:32][C:16]([CH2:17][N:18]([CH2:30][CH3:31])[C:19]3[CH:20]=[CH:21][C:22]([F:29])=[C:23]([CH:28]=3)[C:24]([OH:26])=[O:25])=[CH:15][CH:14]=2)=[CH:9][CH:10]=1)[CH2:2][CH2:3][CH3:4]. Reported procedure: The title compound was prepared following the procedure described in Example 23 step c) using methyl 5-({4-[(4-butylphenyl)ethynyl]benzyl}(ethyl)amino)-2-fluorobenzoate (293 mg, 0.66 mmol) in EtOH. The title compound was obtained as a white powder (258 mg, 91%). HPLC, Rt: 5.0 min (purity: 99.2%). LC/MS, M−(ESI): 428.0. 1H NMR (CDCl3) δ: 7.48 (d, J=7.9 Hz, 2H), 7.44 (d, J=7.9 Hz, 2H), 7.32 (m, 1H), 7.22 (d, J=7.9 Hz, 2H), 7.16 (d, J=7.9 Hz, 2H), 6.99 (dd, J=10.2, 9.4 Hz, 1H), 6.84 (m, 1H), 4.51 (... Reactants: [Pd](Cl)Cl (palladium chloride), Cl (hydrochloric acid), C1(=C(C=CC=C1)P(C1=C(C=CC=C1)C)C1=C(C=CC=C1)C)C (tri(ortho-tolyl)phosphine). Run in C(C)O (ethanol). Yields the product [Pd](Cl)Cl.C1(=C(C=CC=C1)P(C1=C(C=CC=C1)C)C1=C(C=CC=C1)C)C.C1(=C(C=CC=C1)P(C1=C(C=CC=C1)C)C1=C(C=CC=C1)C)C (bis[tri(ortho-tolyl)phosphine] palladium chloride). Isolated yield 87.4%. As a reaction SMILES: [Pd:1]([Cl:3])[Cl:2].Cl.[C:5]1([CH3:26])[CH:10]=[CH:9][CH:8]=[CH:7][C:6]=1[P:11]([C:19]1[CH:24]=[CH:23][CH:22]=[CH:21][C:20]=1[CH3:25])[C:12]1[CH:17]=[CH:16][CH:15]=[CH:14][C:13]=1[CH3:18]>C(O)C>[Pd:1]([Cl:3])[Cl:2].[C:5]1([CH3:26])[CH:10]=[CH:9][CH:8]=[CH:7][C:6]=1[P:11]([C:19]1[CH:24]=[CH:23][CH:22]=[CH:21][C:20]=1[CH3:25])[C:12]1[CH:17]=[CH:16][CH:15]=[CH:14][C:13]=1[CH3:18].[C:5]1([CH3:26])[CH:10]=[CH:9][CH:8]=[CH:7][C:6]=1[P:11]([C:19]1[CH:24]=[CH:23][CH:22]=[CH:21][C:20]=1[CH3:25])[C:12]1[CH:17]=[CH:16][CH:15]=[CH:14][C:13]=1[CH3:18] |f:4.5.6|. Procedure: Into a 1-l round flask 10.65 g (0.06 mole) of palladium chloride, 300 ml ofwater and 30 ml of concentrated hydrochloric acid were introduced, and after dissolving the solid material uniformly with agitation, 36.5 g (0.12mole) of tri(ortho-tolyl)phosphine were added to the mixed solution, and after further introducing 300 ml of ethanol, the mixed solution was refluxed under heating for 2.5 hours. After cooling, the reaction mixture was filtered and the filtrate was washed with ethanol and then dr...